From a dataset of the Open Reaction Database (ORD), a public repository of structured organic reaction records. describe an organic reaction: reactants, conditions, products, and yield Starting materials: C1CCC2=NCCCN2CC1, C1COCCO1, OCc1ccccn1, CS(=O)c1nc(N)nc(-c2ccco2)c1I. Product: Nc1nc(OCc2ccccn2)c(I)c(-c2ccco2)n1. RXN SMILES: [CH2:25]1[CH2:26][CH2:27][C:28]2=[N:33][CH2:32][CH2:31][CH2:30][N:29]2[CH2:34][CH2:35]1.[O:36]1[CH2:37][CH2:38][O:39][CH2:40][CH2:41]1.[OH:17][CH2:18][c:19]1[n:20][cH:21][cH:22][cH:23][cH:24]1.[o:1]1[c:2](-[c:6]2[n:7][c:8]([NH2:16])[n:9][c:10]([S:13]([CH3:14])=[O:15])[c:11]2[I:12])[cH:3][cH:4][cH:5]1>>[o:1]1[c:2](-[c:6]2[n:7][c:8]([NH2:16])[n:9][c:10]([O:17][CH2:18][c:19]3[n:20][cH:21][cH:22][cH:23][cH:24]3)[c:11]2[I:12])[cH:3][cH:4][cH:5]1.